From a dataset of the Open Reaction Database (ORD), a public repository of structured organic reaction records. describe an organic reaction: reactants, conditions, products, and yield The reactants are ClC1=C(C=C(C(=C1)F)N(C(C)=O)C(C)=O)C (2-chloro-4-fluoro-5-diacetylaminotoluene), BrN1C(CCC1=O)=O (N-bromosuccinimide), C(C1=CC=CC=C1)(=O)OOC(C1=CC=CC=C1)=O (benzoyl peroxide). Solvent: C(Cl)(Cl)(Cl)Cl (carbon tetrachloride). The product is ClC1=C(CBr)C=C(C(=C1)F)N(C(C)=O)C(C)=O (2-chloro-4-fluoro-5-diacetylaminobenzyl bromide). Yield: 7.9%. Reaction SMILES: [Cl:1][C:2]1[CH:7]=[C:6]([F:8])[C:5]([N:9]([C:13](=[O:15])[CH3:14])[C:10](=[O:12])[CH3:11])=[CH:4][C:3]=1[CH3:16].[Br:17]N1C(=O)CCC1=O.C(OOC(=O)C1C=CC=CC=1)(=O)C1C=CC=CC=1>C(Cl)(Cl)(Cl)Cl>[Cl:1][C:2]1[CH:7]=[C:6]([F:8])[C:5]([N:9]([C:13](=[O:15])[CH3:14])[C:10](=[O:12])[CH3:11])=[CH:4][C:3]=1[CH2:16][Br:17]. Reported procedure: A mixture of 7.8 g (0.032 mole) of 2-chloro-4-fluoro-5-diacetylaminotoluene, 6.2 g (0.035 mole) of N-bromosuccinimide, 0.5 g of benzoyl peroxide, and 200 ml of carbon tetrachloride was heated at reflux for two days. This mixture was filtered, and the filtrate was washed with water. The filtrate was dried, and the solvent was evaporated under reduced pressure. The residue was passed through a column of silica gel, eluting with ethyl acetate/heptane (1/4). Appropriate fractions were combined, and ... Starting materials: N(=NC(=O)N1CCCCC1)C(=O)N1CCCCC1 (1,1′-(azodicarbonyl)dipiperidine), FC(C=1C=C2C=C(NC2=CC1)C(=O)OCC)(F)F (ethyl 5-trifluoromethyl-1H-indole-2-carboxylate), N1=CC=C(C=C1)CO (4-pyridylcarbinol), C(CCC)P(CCCC)CCCC (tributylphosphine). Solvent: C1(=CC=CC=C1)C (toluene), C1(=CC=CC=C1)C (toluene). Run at time 8 hour. Product: FC(C=1C=C2C=C(N(C2=CC1)CC1=CC=NC=C1)C(=O)OCC)(F)F (Ethyl 5-trifluoromethyl-1-[(pyrid-4-yl)methyl]-1H-indole-2-carboxylate). The yield is 77.5%. Reaction SMILES: N(C(N1CCCCC1)=O)=NC(N1CCCCC1)=O.[F:19][C:20]([F:36])([F:35])[C:21]1[CH:22]=[C:23]2[C:27](=[CH:28][CH:29]=1)[NH:26][C:25]([C:30]([O:32][CH2:33][CH3:34])=[O:31])=[CH:24]2.[N:37]1[CH:42]=[CH:41][C:40]([CH2:43]O)=[CH:39][CH:38]=1.C(P(CCCC)CCCC)CCC>C1(C)C=CC=CC=1>[F:36][C:20]([F:35])([F:19])[C:21]1[CH:22]=[C:23]2[C:27](=[CH:28][CH:29]=1)[N:26]([CH2:43][C:40]1[CH:41]=[CH:42][N:37]=[CH:38][CH:39]=1)[C:25]([C:30]([O:32][CH2:33][CH3:34])=[O:31])=[CH:24]2. Procedure details: A solution of 1.47 g (5.83 mmol) of 1,1′-(azodicarbonyl)dipiperidine in 50 ml of toluene is added dropwise to a solution of 1 g (3.89 mmol) of ethyl 5-trifluoromethyl-1H-indole-2-carboxylate, 0.63 g (5.83 mmol) of 4-pyridylcarbinol and 1.46 ml (5.83 mmol) of tributylphosphine in 50 ml of toluene. The reaction mixture is stirred overnight at room temperature and then concentrated under reduced pressure and chromatographed on a column of silica (eluent: dichloromethane/methanol). 1.05 g of expecte... Starting materials: FC1=CC=C(C=C1)CC=1C(=NC=NC1C)N1CCOC2=C(C1)C=C(C=C2)C2=CC=C(C(=O)O)C=C2 (4-(4-{5-[(4-fluorophenyl)methyl]-6-methylpyrimidin-4-yl}-2,3,4,5-tetrahydro-1,4-benzoxazepin-7-yl)benzoic acid), CN(C)C=O (DMF), C(C(=O)Cl)(=O)Cl (oxalyl chloride). Run in C(Cl)(Cl)Cl (chloroform). Yields the product FC1=CC=C(C=C1)CC=1C(=NC=NC1C)N1CCOC2=C(C1)C=C(C=C2)C2=CC=C(C(=O)Cl)C=C2 (4-(4-{5-[(4-fluorophenyl)-methyl]-6-methylpyrimidin-4-yl}-2,3,4,5-tetrahydro-1,4-benzoxazepin-7-yl)benzoyl chloride). RXN SMILES: [F:1][C:2]1[CH:7]=[CH:6][C:5]([CH2:8][C:9]2[C:10]([N:16]3[CH2:22][C:21]4[CH:23]=[C:24]([C:27]5[CH:35]=[CH:34][C:30]([C:31](O)=[O:32])=[CH:29][CH:28]=5)[CH:25]=[CH:26][C:20]=4[O:19][CH2:18][CH2:17]3)=[N:11][CH:12]=[N:13][C:14]=2[CH3:15])=[CH:4][CH:3]=1.CN(C=O)C.C(Cl)(=O)C([Cl:44])=O>C(Cl)(Cl)Cl>[F:1][C:2]1[CH:7]=[CH:6][C:5]([CH2:8][C:9]2[C:10]([N:16]3[CH2:22][C:21]4[CH:23]=[C:24]([C:27]5[CH:35]=[CH:34][C:30]([C:31]([Cl:44])=[O:32])=[CH:29][CH:28]=5)[CH:25]=[CH:26][C:20]=4[O:19][CH2:18][CH2:17]3)=[N:11][CH:12]=[N:13][C:14]=2[CH3:15])=[CH:4][CH:3]=1. Reported procedure: To a solution of 4-(4-{5-[(4-fluorophenyl)methyl]-6-methylpyrimidin-4-yl}-2,3,4,5-tetrahydro-1,4-benzoxazepin-7-yl)benzoic acid (0.50 g, 1.07 mmol) and DMF (20 μL) in chloroform (15 mL) was added drop wise oxalyl chloride (0.35 mL, 4.0 mmol). The reaction mixture was refluxed for 15 min, and then concentrated to give 4-(4-{5-[(4-fluorophenyl)-methyl]-6-methylpyrimidin-4-yl}-2,3,4,5-tetrahydro-1,4-benzoxazepin-7-yl)benzoyl chloride as an oil. Reactants: N[C@H]1CC2=C(C=CC=C2CC1)N1CCN(CC1)C ((R)-2-amino-8-(4-methylpiperazin-1-yl)-1,2,3,4-tetrahydronaphthalene), C(CC)N(S(=O)(=O)C1=CC=C(C(=O)O)C=C1)CCC (4-(N,N-dipropylaminosulphonyl)benzoic acid), C(=O)(N1C=NC=C1)N1C=NC=C1 (1,1′-carbonyldiimidazole), C(=O)=O (carbon dioxide). The solvent is CN(C=O)C (N,N-dimethylformamide), CN(C=O)C (N,N-dimethylformamide). Conditions: temperature 75 celsius, time 24 hour. Product: CN1CCN(CC1)C=1C=CC=C2CC[C@H](CC12)NC(C1=CC=C(C=C1)S(=O)(=O)N(CCC)CCC)=O ((R)-N-[8-(4-Methylpiperazin-1-yl)-1,2,3,4-tetrahydro-2-naphthyl]-4-(N,N-dipropylaminosulphonyl)benzamide). Isolated yield 27.6%. RXN SMILES: [CH2:1]([N:4]([CH2:17][CH2:18][CH3:19])[S:5]([C:8]1[CH:16]=[CH:15][C:11]([C:12]([OH:14])=O)=[CH:10][CH:9]=1)(=[O:7])=[O:6])[CH2:2][CH3:3].C(N1C=CN=C1)(N1C=CN=C1)=O.C(=O)=O.[NH2:35][C@@H:36]1[CH2:45][CH2:44][C:43]2[C:38](=[C:39]([N:46]3[CH2:51][CH2:50][N:49]([CH3:52])[CH2:48][CH2:47]3)[CH:40]=[CH:41][CH:42]=2)[CH2:37]1>CN(C)C=O>[CH3:52][N:49]1[CH2:50][CH2:51][N:46]([C:39]2[CH:40]=[CH:41][CH:42]=[C:43]3[C:38]=2[CH2:37][C@H:36]([NH:35][C:12](=[O:14])[C:11]2[CH:10]=[CH:9][C:8]([S:5]([N:4]([CH2:1][CH2:2][CH3:3])[CH2:17][CH2:18][CH3:19])(=[O:6])=[O:7])=[CH:16][CH:15]=2)[CH2:45][CH2:44]3)[CH2:47][CH2:48]1. Procedure details: To a solution of 4-(N,N-dipropylaminosulphonyl)benzoic acid (120 mg, 0.43 mmol) in anhydrous N,N-dimethylformamide (25 mL) was added 1,1′-carbonyldiimidazole (73 mg, 0.45 mmol) and the reaction was heated at 75° C. When the carbon dioxide evolution had ceased (after 30 min), the reaction was cooled to room temperature and a solution of (R)-2-amino-8-(4-methylpiperazin-1-yl)-1,2,3,4-tetrahydronaphthalene (100 mg, 0.41 mmol) in anhydrous N,N-dimethylformamide (5 mL) was added. The reaction was all... Reactants: OCCN1C=NC2=C1C=CC=C2 (1-(2-hydroxyethyl)benzimidazole), S(=O)(Cl)Cl (thionyl chloride), C([O-])(O)=O.[Na+] (sodium bicarbonate), O (water). The solvent is C(Cl)Cl (methylene chloride), same solvent. Run at time 4 hour. The product is ClCCN1C=NC2=C1C=CC=C2 (1-(2-chloroethyl)benzimidazole). Yield: 81.7%. Reaction SMILES: O[CH2:2][CH2:3][N:4]1[C:8]2[CH:9]=[CH:10][CH:11]=[CH:12][C:7]=2[N:6]=[CH:5]1.S(Cl)([Cl:15])=O.O.C(=O)(O)[O-].[Na+]>C(Cl)Cl>[Cl:15][CH2:2][CH2:3][N:4]1[C:8]2[CH:9]=[CH:10][CH:11]=[CH:12][C:7]=2[N:6]=[CH:5]1 |f:3.4|. Reported procedure: To a slurry of 30 g (0.185 mole) of 1-(2-hydroxyethyl)benzimidazole in 200 ml of methylene chloride was added dropwise 13.5 ml (0.185 mole) of thionyl chloride in 50 ml of the same solvent. The reaction mixture was stirred at room temperature for 4 hours. The reaction mixture was added to an equal volume of water and made basic (pH 8-9) by the addition of sodium bicarbonate. The organic phase was separated, dried over magnesium sulfate and evaporated to give 27.3 g of product. The reactants are CCOC(=O)C(C)Br, CS(C)=O, CCO, [Na], Oc1ncn(-c2ccc(C(F)(F)F)cc2)n1. The product is CCOC(=O)C(C)Oc1ncn(-c2ccc(C(F)(F)F)cc2)n1. As a reaction SMILES: [Br:22][CH:23]([C:24](=[O:25])[O:26][CH2:27][CH3:28])[CH3:29].[CH3:2][S:3]([CH3:4])=[O:5].[CH3:30][CH2:31][OH:32].[Na:1].[OH:6][c:7]1[n:8][n:9](-[c:12]2[cH:13][cH:14][c:15]([C:18]([F:19])([F:20])[F:21])[cH:16][cH:17]2)[cH:10][n:11]1>>[O:6]([c:7]1[n:8][n:9](-[c:12]2[cH:13][cH:14][c:15]([C:18]([F:19])([F:20])[F:21])[cH:16][cH:17]2)[cH:10][n:11]1)[CH:23]([C:24](=[O:25])[O:26][CH2:27][CH3:28])[CH3:29].